From a dataset of the Open Reaction Database (ORD), a public repository of structured organic reaction records. describe an organic reaction: reactants, conditions, products, and yield Starting materials: O=C([O-])[O-], CO, CCN1CCC(COC(C)=O)c2cccc(CSc3nc4cc(OC)c(F)cc4[nH]3)c21, [K+], [K+]. The product is CCN1CCC(CO)c2cccc(CSc3nc4cc(OC)c(F)cc4[nH]3)c21. RXN SMILES: [C:32](=[O:33])([O-:34])[O-:35].[CH3:38][OH:39].[F:1][c:2]1[cH:3][c:4]2[c:5]([n:6][c:7]([S:9][CH2:10][c:11]3[cH:12][cH:13][cH:14][c:15]4[c:20]3[N:19]([CH2:21][CH3:22])[CH2:18][CH2:17][CH:16]4[CH2:23][O:24][C:25](=[O:26])[CH3:27])[nH:8]2)[cH:28][c:29]1[O:30][CH3:31].[K+:36].[K+:37]>>[F:1][c:2]1[cH:3][c:4]2[c:5]([n:6][c:7]([S:9][CH2:10][c:11]3[cH:12][cH:13][cH:14][c:15]4[c:20]3[N:19]([CH2:21][CH3:22])[CH2:18][CH2:17][CH:16]4[CH2:23][OH:24])[nH:8]2)[cH:28][c:29]1[O:30][CH3:31]. Reactants: C(C1=CC=CC=C1)C#N (benzyl cyanide), C(C1=CC=CC=C1)=O (benzaldehyde), O([Na])C(=O)OC (NaOCOOCH3). Run in CO (methanol). The product is C1(=CC=CC=C1)C(C#N)=CC1=CC=CC=C1 (phenylcinnamonitrile). As a reaction SMILES: [CH2:1]([C:8]#[N:9])[C:2]1[CH:7]=[CH:6][CH:5]=[CH:4][CH:3]=1.[CH:10](=O)[C:11]1[CH:16]=[CH:15][CH:14]=[CH:13][CH:12]=1.O(C(OC)=O)[Na]>CO>[C:2]1([C:1](=[CH:10][C:11]2[CH:16]=[CH:15][CH:14]=[CH:13][CH:12]=2)[C:8]#[N:9])[CH:7]=[CH:6][CH:5]=[CH:4][CH:3]=1. Reported procedure: 12 Grams of benzyl cyanide and 11 grams of benzaldehyde with 10 grams of NaOCOOCH3 are dissolved in 100 mls methanol and refluxed during two hours. The sodium carbonate is collected, hot, on a filter and the solvent is evaporated in a vacuo. There are obtained 22 grams of phenylcinnamonitrile, having Na2CO3 as an impurity. The pure product is obtained by washing with water. Starting materials: hydrobromide salt, COC1=CC=C(C=N1)C=O (6-Methoxy-pyridine-3-carbaldehyde). Solvent: Br (hydrobromic acid). Product: O=C1C=CC(=CN1)C=O (6-Oxo-1,6-dihydro-pyridine-3-carbaldehyde). Yield: 121.5%. Reaction SMILES: C[O:2][C:3]1[N:8]=[CH:7][C:6]([CH:9]=[O:10])=[CH:5][CH:4]=1>Br>[O:2]=[C:3]1[NH:8][CH:7]=[C:6]([CH:9]=[O:10])[CH:5]=[CH:4]1. Procedure: 6-Methoxy-pyridine-3-carbaldehyde (1.0 g, 7.29 mMol) was dissolved in hydrobromic acid (14 mL, 48% in water) and the resulting solution heated to 150 degrees gradually over one hour. The solution was then cooled to room temperature and concentrated to dryness on a rotary evaporator. Methanol (4 mL) and acetone (2 mL) were added and the solution washed with diethyl ether (3×15 mL). Water (10 mL) was added and the pH adjusted to neutral with sodium bicarbonate. The solution was then filtered and c... Conditions: time 12 hour. The product is [Si](C1=CC=CC=C1)(C1=CC=CC=C1)(C(C)(C)C)O[C@H](CCOS(=O)(=O)C)COS(=O)(=O)C (methanesulfonic acid (R)-3-(tert-butyldiphenylsilanyloxy)-4-methanesulfonyloxy-butyl ester). Procedure: To a solution of methanesulfonic acid (R)-3-hydroxy-4-methanesulfonyloxy-butyl ester (7.5 g) obtained in Step 1 in N,N-dimethylformamide (30 mL) were added imidazole (2.9 g) and tert-butylchlorodiphenylsilane (10.3 mL) under ice-cooling, followed by stirring the reaction mixture at room temperature for 12 hours. To the reaction mixture was added water under ice-cooling, followed by extraction with ethyl acetate. The organic layer was washed with saturated brine, dried and concentrated. The resid... Run in CN(C=O)C (N,N-dimethylformamide). The reactants are O[C@H](CCOS(=O)(=O)C)COS(=O)(=O)C (methanesulfonic acid (R)-3-hydroxy-4-methanesulfonyloxy-butyl ester), N1C=NC=C1 (imidazole), C(C)(C)(C)[Si](C1=CC=CC=C1)(C1=CC=CC=C1)Cl (tert-butylchlorodiphenylsilane), O (water). As a reaction SMILES: [OH:1][C@@H:2]([CH2:10][O:11][S:12]([CH3:15])(=[O:14])=[O:13])[CH2:3][CH2:4][O:5][S:6]([CH3:9])(=[O:8])=[O:7].N1C=CN=C1.[C:21]([Si:25](Cl)([C:32]1[CH:37]=[CH:36][CH:35]=[CH:34][CH:33]=1)[C:26]1[CH:31]=[CH:30][CH:29]=[CH:28][CH:27]=1)([CH3:24])([CH3:23])[CH3:22].O>CN(C)C=O>[Si:25]([O:1][C@@H:2]([CH2:10][O:11][S:12]([CH3:15])(=[O:14])=[O:13])[CH2:3][CH2:4][O:5][S:6]([CH3:9])(=[O:8])=[O:7])([C:21]([CH3:24])([CH3:23])[CH3:22])([C:32]1[CH:33]=[CH:34][CH:35]=[CH:36][CH:37]=1)[C:26]1[CH:31]=[CH:30][CH:29]=[CH:28][CH:27]=1. Reactants: NC(C1=CC=C(C=C1)NC(C1=NN(C(N1)=O)C1=NC=CC=N1)C1=C(C(=CC(=C1)OC)OCCO)F)=NC(C1=CC=C(C=C1)C)=O (N-[1-amino-1-(4-{[[2-fluoro-3-(2-hydroxyethoxy)-5-methoxyphenyl]-(5-oxo-1-pyrimidin-2-yl-4,5-dihydro-1H-[1,2,4]triazol-3-yl)methyl]amino}phenyl)methylidene]-4-methylbenzamide), C(O)([O-])=O.[K+] (potassium hydrogen carbonate), C[C@H]1[C@@H](CCCC1)OC(OC(C)Cl)=O (carbonic acid 1-chloroethyl ester (1R,2R)-2-methylcyclohexyl ester). Solvent: CN(C)C=O (DMF). Reaction conditions: temperature 55 celsius, time 2 day. The product is C[C@H]1[C@@H](CCCC1)OC(OC(C)OC=1N(N=C(N1)C(C1=C(C(=CC(=C1)OC)OCCO)F)NC1=CC=C(C=C1)C(=NC(C1=CC=C(C=C1)C)=O)N)C1=NC=CC=N1)=O (Carbonic acid 1-(5-{(4-{amino[4-methylbenzoylimino]methyl}phenylamino)-[2-fluoro-3-(2-hydroxyethoxy)-5-methoxyphenyl]methyl}-2-pyrimidin-2-yl-2H-[1,2,4]triazol-3-yloxy)ethyl ester (1R,2R)-2-methylcyclohexyl ester). Yield: 43.2%. As a reaction SMILES: [NH2:1][C:2](=[N:36][C:37](=[O:45])[C:38]1[CH:43]=[CH:42][C:41]([CH3:44])=[CH:40][CH:39]=1)[C:3]1[CH:8]=[CH:7][C:6]([NH:9][CH:10]([C:23]2[CH:28]=[C:27]([O:29][CH3:30])[CH:26]=[C:25]([O:31][CH2:32][CH2:33][OH:34])[C:24]=2[F:35])[C:11]2[NH:15][C:14](=[O:16])[N:13]([C:17]3[N:22]=[CH:21][CH:20]=[CH:19][N:18]=3)[N:12]=2)=[CH:5][CH:4]=1.C(=O)([O-])O.[K+].[CH3:51][C@@H:52]1[CH2:57][CH2:56][CH2:55][CH2:54][C@H:53]1[O:58][C:59](=[O:64])[O:60][CH:61](Cl)[CH3:62]>CN(C=O)C>[CH3:51][C@@H:52]1[CH2:57][CH2:56][CH2:55][CH2:54][C@H:53]1[O:58][C:59](=[O:64])[O:60][CH:61]([O:16][C:14]1[N:13]([C:17]2[N:18]=[CH:19][CH:20]=[CH:21][N:22]=2)[N:12]=[C:11]([CH:10]([NH:9][C:6]2[CH:5]=[CH:4][C:3]([C:2]([NH2:1])=[N:36][C:37](=[O:45])[C:38]3[CH:39]=[CH:40][C:41]([CH3:44])=[CH:42][CH:43]=3)=[CH:8][CH:7]=2)[C:23]2[CH:28]=[C:27]([O:29][CH3:30])[CH:26]=[C:25]([O:31][CH2:32][CH2:33][OH:34])[C:24]=2[F:35])[N:15]=1)[CH3:62] |f:1.2|. Procedure details: To a mixture of N-[1-amino-1-(4-{[[2-fluoro-3-(2-hydroxyethoxy)-5-methoxyphenyl]-(5-oxo-1-pyrimidin-2-yl-4,5-dihydro-1H-[1,2,4]triazol-3-yl)methyl]amino}phenyl)methylidene]-4-methylbenzamide (230 mg) and DMF (3 mL), potassium hydrogen carbonate (113 mg) and carbonic acid 1-chloroethyl ester (1R,2R)-2-methylcyclohexyl ester (250 mg) were sequentially added, and the resulting mixture was stirred at 55° C. for 24 hours and at room temperature for another 2 days. The reaction solution was purified b... Yields the product C(=O)(O)[C@@H]1N(CCC1)C(COC=1C=C(OCC(=O)N2[C@H](CCC2)C(=O)O)C=C(C1)OC)=O ((R)-1-[[3-[2-[(R)-2-Carboxy-pyrrolidin-1-yl]-2-oxo-ethoxy]-5-methoxy-phenoxy]-acetyl]-pyrrolidine-2-carboxylic acid). Procedure details: A solution of 370 mg (0.66 mmol) (R)-1-[[3-[2-[(R)-2-tert-butoxycarbonyl-pyrrolidin-1-yl]-2-oxo-ethoxy]-5-methoxy-phenoxy]-acetyl]-pyrrolidine-2-carboxylic acid tert-butyl ester in 4 ml trifluoroacetic acid was stirred for 3 h at room temperature. The solvent was removed in vacuo and the residue suspended in 10 ml ether. The resulting suspension was stirred overnight. Filtration and drying gave 287 mg (97%) of the title compound as a white powder. The solvent is FC(C(=O)O)(F)F (trifluoroacetic acid). Starting materials: C(C)(C)(C)OC(=O)[C@@H]1N(CCC1)C(COC1=CC(=CC(=C1)OC)OCC(=O)N1[C@H](CCC1)C(=O)OC(C)(C)C)=O ((R)-1-[[3-[2-[(R)-2-tert-butoxycarbonyl-pyrrolidin-1-yl]-2-oxo-ethoxy]-5-methoxy-phenoxy]-acetyl]-pyrrolidine-2-carboxylic acid tert-butyl ester). The yield is 96.5%. Run at time 8 hour. Reaction SMILES: C([O:5][C:6]([C@H:8]1[CH2:12][CH2:11][CH2:10][N:9]1[C:13](=[O:40])[CH2:14][O:15][C:16]1[CH:21]=[C:20]([O:22][CH3:23])[CH:19]=[C:18]([O:24][CH2:25][C:26]([N:28]2[CH2:32][CH2:31][CH2:30][C@@H:29]2[C:33]([O:35]C(C)(C)C)=[O:34])=[O:27])[CH:17]=1)=[O:7])(C)(C)C>FC(F)(F)C(O)=O>[C:33]([C@H:29]1[CH2:30][CH2:31][CH2:32][N:28]1[C:26](=[O:27])[CH2:25][O:24][C:18]1[CH:17]=[C:16]([CH:21]=[C:20]([O:22][CH3:23])[CH:19]=1)[O:15][CH2:14][C:13]([N:9]1[CH2:10][CH2:11][CH2:12][C@@H:8]1[C:6]([OH:7])=[O:5])=[O:40])([OH:35])=[O:34]. Reactants: CN(C)C=O, CN1CCCC1=O, O=C(Cl)C(=O)Cl, Nc1cccc(Oc2ccc3nc(NC(=O)C4CC4)cn3n2)c1, C1CCOC1, O=C(O)c1ccccc1C(F)(F)F. The product is O=C(Nc1cccc(Oc2ccc3nc(NC(=O)C4CC4)cn3n2)c1)c1ccccc1C(F)(F)F. As a reaction SMILES: [CH3:43][N:44]([CH3:45])[CH:46]=[O:47].[CH3:48][N:49]1[CH2:50][CH2:51][CH2:52][C:53]1=[O:54].[Cl:37][C:38]([C:39]([Cl:40])=[O:41])=[O:42].[NH2:1][c:2]1[cH:3][c:4]([O:5][c:6]2[cH:7][cH:8][c:9]3[n:10]([n:11]2)[cH:12][c:13]([NH:15][C:16](=[O:17])[CH:18]2[CH2:19][CH2:20]2)[n:14]3)[cH:21][cH:22][cH:23]1.[O:55]1[CH2:56][CH2:57][CH2:58][CH2:59]1.[OH:24][C:25](=[O:26])[c:27]1[cH:28][cH:29][cH:30][cH:31][c:32]1[C:33]([F:34])([F:35])[F:36]>>[NH:1]([c:2]1[cH:3][c:4]([O:5][c:6]2[cH:7][cH:8][c:9]3[n:10]([n:11]2)[cH:12][c:13]([NH:15][C:16](=[O:17])[CH:18]2[CH2:19][CH2:20]2)[n:14]3)[cH:21][cH:22][cH:23]1)[C:25](=[O:24])[c:27]1[cH:28][cH:29][cH:30][cH:31][c:32]1[C:33]([F:34])([F:35])[F:36]. Starting materials: Cc1onc(-c2ccccc2)c1COc1ccc(C(=O)O)cn1, C[Al](C)C, COCCN, C1COCCO1, O. Yields the product COCCNC(=O)c1ccc(OCc2c(-c3ccccc3)noc2C)nc1. As a reaction SMILES: [CH3:10][c:11]1[c:12]([CH2:22][O:23][c:24]2[n:25][cH:26][c:27]([C:28](=[O:29])[OH:30])[cH:31][cH:32]2)[c:13](-[c:16]2[cH:17][cH:18][cH:19][cH:20][cH:21]2)[n:14][o:15]1.[CH3:1][Al:2]([CH3:3])[CH3:4].[CH3:5][O:6][CH2:7][CH2:8][NH2:9].[O:34]1[CH2:35][CH2:36][O:37][CH2:38][CH2:39]1.[OH2:33]>>[CH3:5][O:6][CH2:7][CH2:8][NH:9][C:28]([c:27]1[cH:26][n:25][c:24]([O:23][CH2:22][c:12]2[c:11]([CH3:10])[o:15][n:14][c:13]2-[c:16]2[cH:17][cH:18][cH:19][cH:20][cH:21]2)[cH:32][cH:31]1)=[O:29]. The reactants are ClC1=C(C=C2CC(NC2=C1)=O)F (6-chloro-5-fluoro-2-oxindole), ClS(=O)(=O)N=C=O (chlorosulfonyl isocyanate), O (Water). Solvent: C(C)#N (acetonitrile). Conditions: time 45 minute. Yields the product ClC1=C(C=C2CC(N(C2=C1)C(=O)N)=O)F (6-Chloro-5 -fluoro-2-oxindole-1-carboxamide). Isolated yield 10.1%. RXN SMILES: [Cl:1][C:2]1[CH:10]=[C:9]2[C:5]([CH2:6][C:7](=[O:11])[NH:8]2)=[CH:4][C:3]=1[F:12].ClS([N:17]=[C:18]=[O:19])(=O)=O.O>C(#N)C>[Cl:1][C:2]1[CH:10]=[C:9]2[C:5]([CH2:6][C:7](=[O:11])[N:8]2[C:18]([NH2:17])=[O:19])=[CH:4][C:3]=1[F:12]. Procedure: To a slurry of 6-chloro-5-fluoro-2-oxindole (0.04 mole) in acetonitrile (80 ml) was added chlorosulfonyl isocyanate (6.65 g, 0.047 mole) and the mixture was stirred for 45 minutes. Water (100 ml) was then added and the aqueous mixture was stirred for one hour. The precipitate which formed was filtered off and recrystallized from acetonitrile to give 0.92 g of the title product. Extraction of the filtrate from the aqueous reaction mixture with ethyl acetate (300 ml) followed by drying the extract... Reactants: resultant mixture, FC(CN1N=CN=C1C=1C=C2CCOC3=C(N2N1)C=C(C=C3)C=O)(F)F (2-[2-(2,2,2-trifluoro-ethyl)-2H-[1,2,4]triazol-3-yl]-4,5-dihydro-6-oxa-1,10b-diaza-benzo[e]azulene-9-carbaldehyde), N1(CCNCC1)CCO (piperazine ethanol), C(C)(=O)O[BH-](OC(C)=O)OC(C)=O.[Na+] (sodium triacetoxyborohydride), Cl (HCl), C(C)OCC (diethyl ether). The solvent is C(Cl)Cl (DCM), ClCCCl (DCE), C(C)(=O)O (acetic acid), CO (MeOH), C(Cl)Cl (DCM). Conditions: time 72 hour. The product is FC(CN1N=CN=C1C1=NN2C3=C(OCCC2=C1)C=CC(=C3)CN3CCN(CC3)CCO)(F)F (2-(4-((2-(1-(2,2,2-trifluoroethyl)-1H-1,2,4-triazol-5-yl)-4,5-dihydrobenzo[b]pyrazolo[1,5-d][1,4]oxazepin-9-yl)methyl)piperazin-1-yl)ethanol). Reaction SMILES: [F:1][C:2]([F:26])([F:25])[CH2:3][N:4]1[C:8]([C:9]2[CH:10]=[C:11]3[N:17]([N:18]=2)[C:16]2[CH:19]=[C:20]([CH:23]=O)[CH:21]=[CH:22][C:15]=2[O:14][CH2:13][CH2:12]3)=[N:7][CH:6]=[N:5]1.[N:27]1([CH2:33][CH2:34][OH:35])[CH2:32][CH2:31][NH:30][CH2:29][CH2:28]1.C(O[BH-](OC(=O)C)OC(=O)C)(=O)C.[Na+].Cl.C(OCC)C>ClCCCl.C(Cl)Cl.CO.C(O)(=O)C>[F:26][C:2]([F:1])([F:25])[CH2:3][N:4]1[C:8]([C:9]2[CH:10]=[C:11]3[N:17]([C:16]4[CH:19]=[C:20]([CH2:23][N:30]5[CH2:31][CH2:32][N:27]([CH2:33][CH2:34][OH:35])[CH2:28][CH2:29]5)[CH:21]=[CH:22][C:15]=4[O:14][CH2:13][CH2:12]3)[N:18]=2)=[N:7][CH:6]=[N:5]1 |f:2.3|. Procedure details: A solution of 2-[2-(2,2,2-trifluoro-ethyl)-2H-[1,2,4]triazol-3-yl]-4,5-dihydro-6-oxa-1,10b-diaza-benzo[e]azulene-9-carbaldehyde (175 mg, 0.48 mmol) and piperazine ethanol in DCE (15 mL) was treated with sodium triacetoxyborohydride (153 mg, 0.72 mmol) and catalytic acetic acid and then stirred at RT for 72 h. The resultant mixture was diluted with DCM and washed with saturated aqueous sodium hydrogen carbonate then dried (Na2SO4), filtered and concentrated in vacuo to give a colourless gum which...